Dataset: the Open Reaction Database (ORD), a public repository of structured organic reaction records. Task: describe an organic reaction: reactants, conditions, products, and yield The reactants are O=Cc1ccccc1C(=O)O, Cc1ccccc1, CCOC(=O)C(C)c1ccc(N)cc1, Cc1ccc(S(=O)(=O)O)cc1. The product is CCOC(=O)C(C)c1ccc(NC2OC(=O)c3ccccc32)cc1. Reaction SMILES: [C:15](=[O:16])([OH:17])[c:18]1[c:19]([CH:20]=[O:21])[cH:22][cH:23][cH:24][cH:25]1.[CH3:37][c:38]1[cH:39][cH:40][cH:41][cH:42][cH:43]1.[NH2:1][c:2]1[cH:3][cH:4][c:5]([CH:8]([C:9](=[O:10])[O:11][CH2:12][CH3:13])[CH3:14])[cH:6][cH:7]1.[c:26]1([CH3:27])[cH:28][cH:29][c:30]([S:31]([OH:32])(=[O:33])=[O:34])[cH:35][cH:36]1>>[NH:1]([c:2]1[cH:3][cH:4][c:5]([CH:8]([C:9](=[O:10])[O:11][CH2:12][CH3:13])[CH3:14])[cH:6][cH:7]1)[CH:20]1[c:19]2[c:18]([cH:25][cH:24][cH:23][cH:22]2)[C:15](=[O:16])[O:21]1. Reactants: C(C)(C)(C)OC(=O)N1C[C@H]([C@@H](C1)C=O)C(O[SiH2]C(C)(C)C)(C)C ((3S*,4S*)-3-(tert-butyl-dimethyl-silanyloxymethyl)-4-formyl-pyrrolidine-1-carboxylic acid tert-butyl ester), C(C)(C)N (isopropylamine), [BH-](OC(=O)C)(OC(=O)C)OC(=O)C.[Na+] (NaBH(OAc)3), CC#N.O (CH3CN H2O). The solvent is ClCCCl (1,2-dichloroethane), O (H2O), CC#N (CH3CN), CC#N (CH3CN). Product: C(C)(C)(C)OC(=O)N1C[C@H]([C@@H](C1)CNC(C)C)C(O[SiH2]C(C)(C)C)(C)C ((3S*,4R*)-3-(tert-Butyl-dimethyl-silanyloxymethyl)-4-(isopropylamino-methyl)-pyrrolidine-1-carboxylic acid tert-butyl ester). Reaction SMILES: [C:1]([O:5][C:6]([N:8]1[CH2:12][C@@H:11]([CH:13]=O)[C@H:10]([C:15]([CH3:23])([CH3:22])[O:16][SiH2:17][C:18]([CH3:21])([CH3:20])[CH3:19])[CH2:9]1)=[O:7])([CH3:4])([CH3:3])[CH3:2].[CH:24]([NH2:27])([CH3:26])[CH3:25].[BH-](OC(C)=O)(OC(C)=O)OC(C)=O.[Na+].CC#N.O>ClCCCl.O.CC#N>[C:1]([O:5][C:6]([N:8]1[CH2:12][C@@H:11]([CH2:13][NH:27][CH:24]([CH3:26])[CH3:25])[C@H:10]([C:15]([CH3:23])([CH3:22])[O:16][SiH2:17][C:18]([CH3:20])([CH3:19])[CH3:21])[CH2:9]1)=[O:7])([CH3:4])([CH3:3])[CH3:2] |f:2.3,4.5|. Procedure: The title compound is prepared in a similar manner as described for Example 9/reaction step F, from (3S*,4S*)-3-(tert-butyl-dimethyl-silanyloxymethyl)-4-formyl-pyrrolidine-1-carboxylic acid tert-butyl ester (19.3 g, 56.1 mmol), isopropylamine (14.5 mL, 168 mmol) and NaBH(OAc)3 (29.7 g, 140 mmol) in 1,2-dichloroethane (0.5 L) as a yellowish oil. MS: 387.2 [M+H]+. tR (HPLC, C18 column, 5-100% CH3CN/H2O/6 min, 100% CH3CN/2 min, CH3CN and H2O containing 0.1% TFA, flow: 1 mL/min): 5.34 min.